Dataset: the Open Reaction Database (ORD), a public repository of structured organic reaction records. Task: describe an organic reaction: reactants, conditions, products, and yield Starting materials: BrCc1ccccc1, CCc1cc(C(=O)O)cc(C)c1O, CN(C)C=O, O. Yields the product CCc1cc(C(=O)OCc2ccccc2)cc(C)c1O. As a reaction SMILES: [CH2:19]([c:20]1[cH:21][cH:22][cH:23][cH:24][cH:25]1)[Br:26].[CH2:1]([CH3:2])[c:3]1[cH:4][c:5]([C:6](=[O:7])[OH:8])[cH:9][c:10]([CH3:13])[c:11]1[OH:12].[O:14]=[CH:15][N:16]([CH3:17])[CH3:18].[OH2:27]>>[CH2:1]([CH3:2])[c:3]1[cH:4][c:5]([C:6]([O:7][CH2:19][c:20]2[cH:21][cH:22][cH:23][cH:24][cH:25]2)=[O:8])[cH:9][c:10]([CH3:13])[c:11]1[OH:12]. The reactants are BrBr (bromine), P(Cl)(Cl)(Cl)(Cl)Cl (Phosphorus pentachloride), II (iodine), O=C1NC(CCCCCCC1)C(=O)OCC (Ethyl 2-oxo-1-azacyclodecane-10-carboxylate). The solvent is C(Cl)Cl (methylene chloride). Conditions: temperature 0 celsius, time 15 minute. Yields the product Br[C@@H]1C(N[C@@H](CCCCCC1)C(=O)OCC)=O (cis ethyl 3-bromo-2-oxo-1-azacyclodecane-10-carboxylate). Reaction SMILES: [O:1]=[C:2]1[CH2:11][CH2:10][CH2:9][CH2:8][CH2:7][CH2:6][CH2:5][CH:4]([C:12]([O:14][CH2:15][CH3:16])=[O:13])[NH:3]1.P(Cl)(Cl)(Cl)(Cl)Cl.II.[Br:25]Br>C(Cl)Cl>[Br:25][C@H:11]1[CH2:10][CH2:9][CH2:8][CH2:7][CH2:6][CH2:5][C@@H:4]([C:12]([O:14][CH2:15][CH3:16])=[O:13])[NH:3][C:2]1=[O:1]. Reported procedure: Ethyl 2-oxo-1-azacyclodecane-10-carboxylate (4.0 g, 17.6 mmol) is dissolved in methylene chloride (50 mL), and cooled to 0° C. Phosphorus pentachloride (3.85 g, 18.5 mmol) and iodine (0.051 g, 0.2 mmol) are added. The reaction is stirred for 15 minutes at 0° C. Then, bromine (3.10 g, 19.4 mmol) is added, and the reaction is stirred at 0° C. for 4 hours. The reaction is quenched by adding saturated sodium sulfite (until the color of excess bromine disappears), and extracted several times with met... Reactants: CC(CN)(C)N (2-methylpropane-1,2-diamine), FC1=C(COC=2C=3N(C=C(C2)C)C(=C(N3)C)C(=O)O)C(=CC=C1)F (8-[(2,6-difluorobenzyl)oxy]-2,6-dimethylimidazo[1,2-a]pyridine-3-carboxylic acid), F[B-](F)(F)F.N1(N=NC2=C1C=CC=C2)O[C+](N(C)C)N(C)C ((benzotriazol-1-yloxy)bisdimethylaminomethylium fluoroborate), CN1CCOCC1 (4-methylmorpholine). Run in CN(C)C=O (DMF). Conditions: time 8 hour. The product is NC(CNC(=O)C1=C(N=C2N1C=C(C=C2OCC2=C(C=CC=C2F)F)C)C)(C)C (N-(2-Amino-2-methylpropyl)-8-[(2,6-difluorobenzyl)oxy]-2,6-dimethylimidazo[1,2-a]pyridine-3-carboxamide). As a reaction SMILES: [F:1][C:2]1[CH:23]=[CH:22][CH:21]=[C:20]([F:24])[C:3]=1[CH2:4][O:5][C:6]1[C:7]2[N:8]([C:13]([C:17](O)=[O:18])=[C:14]([CH3:16])[N:15]=2)[CH:9]=[C:10]([CH3:12])[CH:11]=1.F[B-](F)(F)F.N1(O[C+](N(C)C)N(C)C)C2C=CC=CC=2N=N1.CN1CCOCC1.[CH3:54][C:55]([NH2:59])([CH3:58])[CH2:56][NH2:57]>CN(C=O)C>[NH2:59][C:55]([CH3:58])([CH3:54])[CH2:56][NH:57][C:17]([C:13]1[N:8]2[CH:9]=[C:10]([CH3:12])[CH:11]=[C:6]([O:5][CH2:4][C:3]3[C:2]([F:1])=[CH:23][CH:22]=[CH:21][C:20]=3[F:24])[C:7]2=[N:15][C:14]=1[CH3:16])=[O:18] |f:1.2|. Procedure: 100 mg of 8-[(2,6-difluorobenzyl)oxy]-2,6-dimethylimidazo[1,2-a]pyridine-3-carboxylic acid (0.30 mmol), 145 mg of (benzotriazol-1-yloxy)bisdimethylaminomethylium fluoroborate (TBTU, 0.45 mmol) and 122 mg of 4-methylmorpholine (1.20 mmol) were initially charged in 1.9 ml of DMF. 53 mg of 2-methylpropane-1,2-diamine (0.60 mmol) were then added, and the mixture was stirred at RT overnight. The reaction solution was purified by preparative HPLC (RP18 column, mobile phase: acetonitrile/water gradient... The reactants are [N+](=O)([O-])C1=CC=CC=2N=C(OC(C21)=O)C2=C(C=CC=C2F)F (5-Nitro-2-(2,6-difluoro-phenyl)-benzo[d][1,3]oxazin-4-one). Reagents/catalysts: O=[Pt]=O (PtO2). Solvent: C(C)(=O)O (acetic acid). Yields the product NC1=CC=CC=2N=C(OC(C21)=O)C2=C(C=CC=C2F)F (5-Amino-2-(2,6-difluoro-phenyl)-benzo[d][1,3]oxazin-4-one). As a reaction SMILES: [N+:1]([C:4]1[C:13]2[C:12](=[O:14])[O:11][C:10]([C:15]3[C:20]([F:21])=[CH:19][CH:18]=[CH:17][C:16]=3[F:22])=[N:9][C:8]=2[CH:7]=[CH:6][CH:5]=1)([O-])=O>C(O)(=O)C.O=[Pt]=O>[NH2:1][C:4]1[C:13]2[C:12](=[O:14])[O:11][C:10]([C:15]3[C:16]([F:22])=[CH:17][CH:18]=[CH:19][C:20]=3[F:21])=[N:9][C:8]=2[CH:7]=[CH:6][CH:5]=1. Reported procedure: 5-Nitro-2-(2,6-difluoro-phenyl)-benzo[d][1,3]oxazin-4-one (0.4 g) was dissolved in acetic acid (30 mL) under N2, PtO2 (20 mg) was added and the mixture was hydrogenated with H2 gas. Reaction time 1 day. The reaction mixture was filtered through Hyflo®, which was rinsed afterwards with ethyl acetate. The combined organic phases were evaporated to dryness and subsequently treated three times with toluene followed by evaporation. The resulting mixture was dissolved in THF and precipitated with hexa... The reactants are CC1=CC=C(C(=O)Cl)C=C1 (4-methylbenzoyl chloride), ( 6 ), ( 7 ), FC1=C2C=CN(C2=CC=C1)[C@H]1[C@H](OC(C)=O)[C@@H](OC(C)=O)[C@H](OC(C)=O)[C@H](O1)COC(C)=O (4-Fluoro-1-(2,3,4,6-tetra-O-acetyl-β-D-glucopyranosyl)indole). The product is FC1=C2C(=CN(C2=CC=C1)[C@H]1[C@H](O)[C@@H](O)[C@H](O)[C@H](O1)CO)CC1=CC=C(C=C1)C (4-Fluoro-3-(4-methylphenylmethyl)-1-(β-D-glucopyranosyl)-indole). Reaction SMILES: [F:1][C:2]1[CH:10]=[CH:9][CH:8]=[C:7]2[C:3]=1[CH:4]=[CH:5][N:6]2[C@@H:11]1[O:28][C@H:27]([CH2:29][O:30]C(=O)C)[C@@H:22]([O:23]C(=O)C)[C@H:17]([O:18]C(=O)C)[C@H:12]1[O:13]C(=O)C.[CH3:34][C:35]1[CH:43]=[CH:42][C:38]([C:39](Cl)=O)=[CH:37][CH:36]=1>>[F:1][C:2]1[CH:10]=[CH:9][CH:8]=[C:7]2[C:3]=1[C:4]([CH2:34][C:35]1[CH:43]=[CH:42][C:38]([CH3:39])=[CH:37][CH:36]=1)=[CH:5][N:6]2[C@@H:11]1[O:28][C@H:27]([CH2:29][OH:30])[C@@H:22]([OH:23])[C@H:17]([OH:18])[C@H:12]1[OH:13]. Procedure: 4-Fluoro-1-(2,3,4,6-tetra-O-acetyl-β-D-glucopyranosyl)indole obtained in Example 2-(3) and 4-methylbenzoyl chloride were treated in a manner similar to Example 2-(4), (5), (6) and (7) to give the titled compound as a colorless powder. APCI-Mass m/Z 419 (M+NH4). 1H-NMR (DMSO-d6) δ 2.24 (3, 3H), 3.21-3.25 (m, 2H), 3.37-3.46 (m, 2H), 3.63-3.67 (m, 2H), 4.04 (s, 2H), 4.53 (t, J=5.5 Hz, 1H), 5.09 (d, J=5.1 Hz, 1H), 5.16 (d, J=5.0 Hz, 1H), 5.21 (d, J=5.1 Hz, 1H), 5.37 (d, J=9.0 Hz, 1H), 6.74 (dd, J=11...